This data is from the Open Reaction Database (ORD), a public repository of structured organic reaction records. The task is: describe an organic reaction: reactants, conditions, products, and yield Starting materials: C(C1=CC=CC=C1)C1(CN(C1)C(C(F)(F)F)=O)C=1C=C(OCCNS(=O)(=O)C=2N=CN(C2)C)C=CC1 (N-(2-(3-(3-benzyl-1-(2,2,2-trifluoroacetyl)azetidin-3-yl)phenoxy)ethyl)-1-methyl-1H-imidazole-4-sulfonamide), solution. The solvent is O1CCCC1 (tetrahydrofuran). Reaction conditions: temperature 60 celsius, time 3 hour. The product is C(C1=CC=CC=C1)C1(CN(C1)CC(F)(F)F)C=1C=C(OCCNS(=O)(=O)C=2N=CN(C2)C)C=CC1 (1-Methyl-1H-imidazole-4-sulfonic acid (2-{3-[3-benzyl-1-(2,2,2-trifluoro-ethyl)azetidin-3-yl]-phenoxy}-ethyl)-amide). Isolated yield 31.2%. RXN SMILES: [CH2:1]([C:8]1([C:18]2[CH:19]=[C:20]([CH:34]=[CH:35][CH:36]=2)[O:21][CH2:22][CH2:23][NH:24][S:25]([C:28]2[N:29]=[CH:30][N:31]([CH3:33])[CH:32]=2)(=[O:27])=[O:26])[CH2:11][N:10]([C:12](=O)[C:13]([F:16])([F:15])[F:14])[CH2:9]1)[C:2]1[CH:7]=[CH:6][CH:5]=[CH:4][CH:3]=1>O1CCCC1>[CH2:1]([C:8]1([C:18]2[CH:19]=[C:20]([CH:34]=[CH:35][CH:36]=2)[O:21][CH2:22][CH2:23][NH:24][S:25]([C:28]2[N:29]=[CH:30][N:31]([CH3:33])[CH:32]=2)(=[O:26])=[O:27])[CH2:11][N:10]([CH2:12][C:13]([F:16])([F:15])[F:14])[CH2:9]1)[C:2]1[CH:7]=[CH:6][CH:5]=[CH:4][CH:3]=1. Reported procedure: To a solution of N-(2-(3-(3-benzyl-1-(2,2,2-trifluoroacetyl)azetidin-3-yl)phenoxy)ethyl)-1-methyl-1H-imidazole-4-sulfonamide (60.7 mg, 0.116 mmol) in dry tetrahydrofuran (2 ml) was added a 2M solution of borane dimethyl sulfide complex (0.290 ml, 0.581 mmol) and stirred at 60° C. for 3 h. Quenched by the dropwise addition of water and refluxed for an other 2 h, the solution was saponified with NaOH (2N) and extracted three times with dichloromethane, dried over MgSO4, filtered, evaporated and pu...